The task is: describe an organic reaction: reactants, conditions, products, and yield. This data is from the Open Reaction Database (ORD), a public repository of structured organic reaction records. The reactants are CC(C)(C)c1cccc(O)c1, CN1CCCC1=O, Cc1cc([N+](=O)[O-])c(C)cc1Cl, [H-], [Na+], O. The product is Cc1cc([N+](=O)[O-])c(C)cc1Oc1cccc(C(C)(C)C)c1. RXN SMILES: [C:3]([CH3:4])([CH3:5])([CH3:6])[c:7]1[cH:8][c:9]([OH:13])[cH:10][cH:11][cH:12]1.[CH3:27][N:28]1[CH2:29][CH2:30][CH2:31][C:32]1=[O:33].[Cl:14][c:15]1[cH:16][c:17]([CH3:25])[c:18]([N+:22](=[O:23])[O-:24])[cH:19][c:20]1[CH3:21].[H-:1].[Na+:2].[OH2:26]>>[C:3]([CH3:4])([CH3:5])([CH3:6])[c:7]1[cH:8][c:9]([O:13][c:15]2[cH:16][c:17]([CH3:25])[c:18]([N+:22](=[O:23])[O-:24])[cH:19][c:20]2[CH3:21])[cH:10][cH:11][cH:12]1. Reactants: C(C)(C)(C)OC(NC1=C(C=C(C=C1)C1=CC=C(C=C1)C1=CC=CC=C1)N)=O ((3″-amino-[1,1′;4′,1″]terphenyl-4″-yl)-carbamic acid tert.-butyl ester), CC1(OC(C=C(O1)C=1C=C(C#N)C=CC1)=O)C (3-(2,2-dimethyl-6-oxo-6H-[1,3]dioxin-4-yl)-benzonitrile). Product: C(C)(C)(C)OC(NC1=C(C=C(C=C1)C1=CC=C(C=C1)C1=CC=CC=C1)NC(CC(=O)C1=CC(=CC=C1)C#N)=O)=O ({3-[3-(3-Cyano-phenyl)-3-oxo-propionylamino]-[1,1′;4′,1″]terphenyl-4-yl}-carbamic acid tert.-butyl ester). Isolated yield 66.7%. As a reaction SMILES: [C:1]([O:5][C:6](=[O:27])[NH:7][C:8]1[CH:13]=[CH:12][C:11]([C:14]2[CH:19]=[CH:18][C:17]([C:20]3[CH:25]=[CH:24][CH:23]=[CH:22][CH:21]=3)=[CH:16][CH:15]=2)=[CH:10][C:9]=1[NH2:26])([CH3:4])([CH3:3])[CH3:2].CC1(C)[O:34][C:33]([C:35]2[CH:36]=[C:37]([CH:40]=[CH:41][CH:42]=2)[C:38]#[N:39])=[CH:32][C:31](=O)[O:30]1>>[C:1]([O:5][C:6](=[O:27])[NH:7][C:8]1[CH:13]=[CH:12][C:11]([C:14]2[CH:19]=[CH:18][C:17]([C:20]3[CH:21]=[CH:22][CH:23]=[CH:24][CH:25]=3)=[CH:16][CH:15]=2)=[CH:10][C:9]=1[NH:26][C:31](=[O:30])[CH2:32][C:33]([C:35]1[CH:42]=[CH:41][CH:40]=[C:37]([C:38]#[N:39])[CH:36]=1)=[O:34])([CH3:4])([CH3:2])[CH3:3]. Reported procedure: Prepared from (3″-amino-[1,1′;4′,1″]terphenyl-4″-yl)-carbamic acid tert.-butyl ester (Example G32) (159 mg, 0.44 mmol) and 3-(2,2-dimethyl-6-oxo-6H-[1,3]dioxin-4-yl)-benzonitrile (Example J4) (111 mg, 0.49 mmol) according to the general procedure K. Obtained as an off-white solid (156 mg). The reactants are CN1[C@@H](CC(C1=O)CO)COC=1C=NC=CC1 (3-(1-methyl-4hydroxymethyl-5-oxo-2(S)-pyrrolidinylmethoxy)pyridine), [H-].[Na+] (NaH), CI (methyl iodide), [I-] (iodide). Solvent: C1CCOC1 (THF). Conditions: time 30 minute. Product: COCC1C[C@H](N(C1=O)C)COC=1C=NC=CC1 (3-((4methoxymethyl-1-methyl-5-oxo-2-(S)-pyrrolidinyl)methoxy)-pyridine). Reaction SMILES: [CH3:1][N:2]1[C:6](=[O:7])[CH:5]([CH2:8][OH:9])[CH2:4][C@H:3]1[CH2:10][O:11][C:12]1[CH:13]=[N:14][CH:15]=[CH:16][CH:17]=1.[H-].[Na+].[CH3:20]I.[I-]>C1COCC1>[CH3:20][O:9][CH2:8][CH:5]1[C:6](=[O:7])[N:2]([CH3:1])[C@H:3]([CH2:10][O:11][C:12]2[CH:13]=[N:14][CH:15]=[CH:16][CH:17]=2)[CH2:4]1 |f:1.2|. Procedure: A 327 mg (139 mmmol) sample of 3-(1-methyl-4hydroxymethyl-5-oxo-2(S)-pyrrolidinylmethoxy)pyridine, prepared as in Example 48a above, was dissolved in 13 mL of anhydrous THF, 111 mg (2.77 mmol) of NaH was added, and the mixture was stirred for 30 minutes at room temperature. To this solution was added 258 mL (4.17 mmol) of methyl iodide and 256 mg of tetrabutylammomnum iodide, and the reaction was stirred at room temperature for 2 hours. The reaction was quenched by the addition of water, and the... Reactants: C1(=CC(=CC=C1)CC#N)C (2-(m-tolyl)acetonitrile), [OH-].[Na+] (sodium hydroxide), BrCCCl (1-bromo-2-chloroethane), (n-Bu)4Br. Reaction conditions: temperature 60 celsius. The product is C1(=CC(=CC=C1)C1(CC1)C#N)C (1-(m-Tolyl)cyclopropanecarbonitrile). The solvent is O (water), C1(=CC=CC=C1)C (toluene). Reported procedure: To a stirred solution of 2-(m-tolyl)acetonitrile (4.2 g, 32 mmol) in toluene (15 mL) was added sodium hydroxide (30 mL, 50% w/w in water, 375 mmol), 1-bromo-2-chloroethane (9.3 mL, 112 mmol) and (n-Bu)4Br (0.5 g, 1.55 mmol). The mixture was heated at 60° C. overnight. After cooling to room temperature, the reaction mixture was diluted with water (40 mL) and extracted with EtOAc (3×50 mL). The combined organic layers were washed with brine, dried over Na2SO4, filtered and concentrated under reduc... RXN SMILES: [C:1]1([CH3:10])[CH:6]=[CH:5][CH:4]=[C:3]([CH2:7][C:8]#[N:9])[CH:2]=1.[OH-].[Na+].Br[CH2:14][CH2:15]Cl>C1(C)C=CC=CC=1.O>[C:1]1([CH3:10])[CH:6]=[CH:5][CH:4]=[C:3]([C:7]2([C:8]#[N:9])[CH2:15][CH2:14]2)[CH:2]=1 |f:1.2|. Reactants: OC(Cc1ccccc1)CC1CCN(Cc2ccccc2)CC1, CCN(CC)S(F)(F)F, ClCCl, O. Yields the product FC(Cc1ccccc1)CC1CCN(Cc2ccccc2)CC1. RXN SMILES: [CH2:10]([c:11]1[cH:12][cH:13][cH:14][cH:15][cH:16]1)[N:17]1[CH2:18][CH2:19][CH:20]([CH2:23][CH:24]([CH2:25][c:26]2[cH:27][cH:28][cH:29][cH:30][cH:31]2)[OH:32])[CH2:21][CH2:22]1.[CH2:1]([N:2]([S:3]([F:4])([F:5])[F:7])[CH2:6][CH3:8])[CH3:9].[Cl:34][CH2:35][Cl:36].[OH2:33]>>[F:7][CH:24]([CH2:23][CH:20]1[CH2:19][CH2:18][N:17]([CH2:10][c:11]2[cH:12][cH:13][cH:14][cH:15][cH:16]2)[CH2:22][CH2:21]1)[CH2:25][c:26]1[cH:27][cH:28][cH:29][cH:30][cH:31]1. The reactants are CN1CCOCC1 (N-methylmorpholine), C1CCC(CC1)N=C=NC2CCCCC2 (DCCI), D-Trp(F) -Lys(Boc)-Thr(But)-Phe-OH, H-Gaba OBzl p-toluenesulphonate, ON1N=NC2=C1C=CC=C2 (N-hydroxybenzotriazole). Run in CN(C=O)C (dimethylformamide). Run at time 16 hour. Yields the product C(=O)(NC1CCCCC1)NC1CCCCC1 (dicyclohexylurea). As a reaction SMILES: CN1CC[O:5]CC1.[CH2:8]1[CH2:13][CH2:12][CH:11]([N:14]=[C:15]=[N:16][CH:17]2[CH2:22][CH2:21][CH2:20][CH2:19][CH2:18]2)[CH2:10][CH2:9]1.ON1C2C=CC=CC=2N=N1>CN(C)C=O>[C:15]([NH:14][CH:11]1[CH2:10][CH2:9][CH2:8][CH2:13][CH2:12]1)([NH:16][CH:17]1[CH2:22][CH2:21][CH2:20][CH2:19][CH2:18]1)=[O:5]. Reported procedure: 0.05 ml of N-methylmorpholine and 100 mg of DCCI are added, at -5°, to a solution of 470 mg of Z-Asn-Phe-Phe-[D-Trp(F) -Lys(Boc)-Thr(But)-Phe-OH, 165 mg of H-Gaba-OBzl p-toluenesulphonate (Example 1.7A) and 66 mg of N-hydroxybenzotriazole in 2 ml of dimethylformamide. After 16 hours at this temperature, the reaction mixture is worked up analogously to Example 7.1. Except for traces of dicyclohexylurea, the product is obtained in the pure form. Reactants: [OH-].[Li+] (lithium hydroxide), CN(C(=O)NCCCCC)C=1C=C(C=CC1)C=1C=NC(=NC1)CCC(=O)OC (methyl 3-{5-[3-(1-methyl-3-pentylureido)phenyl]pyrimidin-2-yl}propanoate), O (water). Solvent: O1CCCC1 (tetrahydrofuran). Run at time 4 hour. Product: CN(C(=O)NCCCCC)C=1C=C(C=CC1)C=1C=NC(=NC1)CCC(=O)O (3-{5-[3-(1-methyl-3-pentylureido)phenyl]pyrimidin-2-yl}propanoic acid). The yield is 62.1%. As a reaction SMILES: [OH-].[Li+].[CH3:3][N:4]([C:13]1[CH:14]=[C:15]([C:19]2[CH:20]=[N:21][C:22]([CH2:25][CH2:26][C:27]([O:29]C)=[O:28])=[N:23][CH:24]=2)[CH:16]=[CH:17][CH:18]=1)[C:5]([NH:7][CH2:8][CH2:9][CH2:10][CH2:11][CH3:12])=[O:6].O>O1CCCC1>[CH3:3][N:4]([C:13]1[CH:14]=[C:15]([C:19]2[CH:20]=[N:21][C:22]([CH2:25][CH2:26][C:27]([OH:29])=[O:28])=[N:23][CH:24]=2)[CH:16]=[CH:17][CH:18]=1)[C:5]([NH:7][CH2:8][CH2:9][CH2:10][CH2:11][CH3:12])=[O:6] |f:0.1|. Procedure details: 1.44 ml (1.45 mmol, 5 eq) of lithium hydroxide are added to a solution of 111 mg (0.29 mmol, 1 eq) of methyl 3-{5-[3-(1-methyl-3-pentylureido)phenyl]pyrimidin-2-yl}propanoate in 3 mL of tetrahydrofuran. The reaction mixture is stirred for four hours at room temperature. The reaction is stopped by adding 10 ml of water, washed with ether and then acidified with 1 N hydrochloric acid solution, and then extracted with ethyl acetate. The organic phases are combined and dried over sodium sulfate. The...